Dataset: the Open Reaction Database (ORD), a public repository of structured organic reaction records. Task: describe an organic reaction: reactants, conditions, products, and yield The reactants are CC(C)(C)CCC(=O)O, O=C(Nc1ccc(OC(F)(F)F)cc1)C1CCNCC1. Product: CC(C)(C)CCC(=O)N1CCC(C(=O)Nc2ccc(OC(F)(F)F)cc2)CC1. RXN SMILES: [CH3:21][C:22]([CH2:23][CH2:24][C:25](=[O:26])[OH:27])([CH3:28])[CH3:29].[F:1][C:2]([O:3][c:4]1[cH:5][cH:6][c:7]([NH:10][C:11](=[O:12])[CH:13]2[CH2:14][CH2:15][NH:16][CH2:17][CH2:18]2)[cH:8][cH:9]1)([F:19])[F:20]>>[F:1][C:2]([O:3][c:4]1[cH:5][cH:6][c:7]([NH:10][C:11](=[O:12])[CH:13]2[CH2:14][CH2:15][N:16]([C:25]([CH2:24][CH2:23][C:22]([CH3:21])([CH3:28])[CH3:29])=[O:26])[CH2:17][CH2:18]2)[cH:8][cH:9]1)([F:19])[F:20]. As a reaction SMILES: [CH2:27]([Cl:28])[Cl:29].[CH3:1][N:2]([CH2:3][C:4](=[O:5])[c:6]1[cH:7][cH:8][c:9]([O:12][CH:13]([F:14])[F:15])[cH:10][cH:11]1)[CH3:16].[CH3:22][CH2:23][O:24][CH2:25][CH3:26].[Cl:17][C:18](=[O:19])[O:20][CH3:21]>>[CH3:1][N:2]([CH2:3][C:4](=[O:5])[c:6]1[cH:7][cH:8][c:9]([O:12][CH:13]([F:14])[F:15])[cH:10][cH:11]1)[C:18](=[O:19])[O:20][CH3:21]. Reactants: ClCCl, CN(C)CC(=O)c1ccc(OC(F)F)cc1, CCOCC, COC(=O)Cl. Product: COC(=O)N(C)CC(=O)c1ccc(OC(F)F)cc1. Reactants: [I-].C(#N)C[P+](C1=CC=CC=C1)(C1=CC=CC=C1)C1=CC=CC=C1 (cyanomethyl-triphenyl phosphonium iodide), N1(CCC=CC1)CCN1CCC(CC1)NC(=O)C=1NC2=CC=CC(=C2C1)OCC(C)C (4-Isobutoxy-1H-indole-2-carboxylic acid {1-[2-(3,6-dihydro-2H-pyridin-1-yl)-ethyl]-piperidin-4-yl}-amide), Cl.FC1CNCCC1 (3-fluoropiperidine hydrochloride), CCN(C(C)C)C(C)C (DIEA). The solvent is C(CC)#N (propionitrile), CCOC(=O)C (EtOAc). Reaction conditions: temperature 90 celsius. Yields the product FC1CN(CCC1)CCN1CCC(CC1)NC(=O)C=1NC2=CC=CC(=C2C1)OCC(C)C (4-Isobutoxy-1H-indole-2-carboxylic acid {1-[2-(3-fluoro-piperidin-1-yl)-ethyl]-piperidin-4-yl}-amide). As a reaction SMILES: [N:1]1([CH2:7][CH2:8][N:9]2[CH2:14][CH2:13][CH:12]([NH:15][C:16]([C:18]3[NH:19][C:20]4[C:25]([CH:26]=3)=[C:24]([O:27][CH2:28][CH:29]([CH3:31])[CH3:30])[CH:23]=[CH:22][CH:21]=4)=[O:17])[CH2:11][CH2:10]2)[CH2:6][CH:5]=[CH:4][CH2:3][CH2:2]1.Cl.[F:33]C1CCCNC1.CCN(C(C)C)C(C)C.[I-].C(C[P+](C1C=CC=CC=1)(C1C=CC=CC=1)C1C=CC=CC=1)#N>C(#N)CC.CCOC(C)=O>[F:33][CH:5]1[CH2:4][CH2:3][CH2:2][N:1]([CH2:7][CH2:8][N:9]2[CH2:10][CH2:11][CH:12]([NH:15][C:16]([C:18]3[NH:19][C:20]4[C:25]([CH:26]=3)=[C:24]([O:27][CH2:28][CH:29]([CH3:31])[CH3:30])[CH:23]=[CH:22][CH:21]=4)=[O:17])[CH2:13][CH2:14]2)[CH2:6]1 |f:1.2,4.5|. Reported procedure: To a suspension of 190 (see example 150) (100 mg, 0.28 mmol), 3-fluoropiperidine hydrochloride (43 mg, 0.208 mmol) and DIEA (0.189 ml, 1.12 mmol) in 0.5 ml of propionitrile is added cyanomethyl-triphenyl phosphonium iodide (81 mg, 0.336 mmol). The mixture is heated at 90° C. for 14 hours. The resulting solution is then diluted with EtOAc (20 ml) and washed twice with saturated sodium bicarbonate, dried over sodium sulfate and evaporated. The crude product is further purified by preparative HPLC. The reactants are CN(C)C#N, Cc1cccc(O)c1, Cl, Nc1ccccc1-c1cccc(F)c1. Yields the product CN(C)C(=N)Nc1ccccc1-c1cccc(F)c1. As a reaction SMILES: [CH3:16][N:17]([C:18]#[N:19])[CH3:20].[CH3:21][c:22]1[cH:23][c:24]([OH:25])[cH:26][cH:27][cH:28]1.[ClH:1].[NH2:2][c:3]1[c:4](-[c:9]2[cH:10][c:11]([F:15])[cH:12][cH:13][cH:14]2)[cH:5][cH:6][cH:7][cH:8]1>>[NH:2]([c:3]1[c:4](-[c:9]2[cH:10][c:11]([F:15])[cH:12][cH:13][cH:14]2)[cH:5][cH:6][cH:7][cH:8]1)[C:18]([N:17]([CH3:16])[CH3:20])=[NH:19]. The reactants are NC(=O)C1CCCN1C(=O)OCc1ccccc1, ClCCl, O=P(Cl)(Cl)Cl, c1ccncc1. Product: N#CC1CCCN1C(=O)OCc1ccccc1. RXN SMILES: [CH2:1]([c:2]1[cH:3][cH:4][cH:5][cH:6][cH:7]1)[O:8][C:9](=[O:10])[N:11]1[CH:12]([C:16]([NH2:17])=[O:18])[CH2:13][CH2:14][CH2:15]1.[Cl:30][CH2:31][Cl:32].[P:19]([Cl:20])([Cl:21])([Cl:22])=[O:23].[cH:24]1[cH:25][cH:26][n:27][cH:28][cH:29]1>>[CH2:1]([c:2]1[cH:3][cH:4][cH:5][cH:6][cH:7]1)[O:8][C:9](=[O:10])[N:11]1[CH:12]([C:16]#[N:17])[CH2:13][CH2:14][CH2:15]1. Procedure: To a solution of (2R,5S)-7-methyl-2-[4-[4-(trifluoromethyl)phenyl]-2-pyridyl]-1,7-diazaspiro[4.4]nonan-6-one hydrochloride (which may be prepared as described in Example 52) (21 mg, 0.0500 mmol) in methanol (0.5000 mL) was added 3 meq of 3.7% formalin solution and sodium triacetoxyborohydride (16.21 mg, 0.0800 mmol) and the mixture was stirred for 1 h. The mixture was evaporated and partitioned between satd. aq. NaHCO3 (2 ml) and MDC (3×5 ml) and the residue purified on an SCX-2 cartridge (0.5 g... Run in CO (methanol). The reactants are Cl.CN1C([C@]2(CC[C@@H](N2)C2=NC=CC(=C2)C2=CC=C(C=C2)C(F)(F)F)CC1)=O ((2R,5S)-7-methyl-2-[4-[4-(trifluoromethyl)phenyl]-2-pyridyl]-1,7-diazaspiro[4.4]nonan-6-one hydrochloride), C=O (formalin), C(C)(=O)O[BH-](OC(C)=O)OC(C)=O.[Na+] (sodium triacetoxyborohydride). RXN SMILES: Cl.[CH3:2][N:3]1[CH2:27][CH2:26][C@:5]2([NH:9][C@@H:8]([C:10]3[CH:15]=[C:14]([C:16]4[CH:21]=[CH:20][C:19]([C:22]([F:25])([F:24])[F:23])=[CH:18][CH:17]=4)[CH:13]=[CH:12][N:11]=3)[CH2:7][CH2:6]2)[C:4]1=[O:28].C=O.[C:31](O[BH-](OC(=O)C)OC(=O)C)(=O)C.[Na+]>CO>[CH3:31][N:9]1[C@:5]2([CH2:26][CH2:27][N:3]([CH3:2])[C:4]2=[O:28])[CH2:6][CH2:7][C@@H:8]1[C:10]1[CH:15]=[C:14]([C:16]2[CH:17]=[CH:18][C:19]([C:22]([F:25])([F:24])[F:23])=[CH:20][CH:21]=2)[CH:13]=[CH:12][N:11]=1 |f:0.1,3.4|. The product is CN1[C@H](CC[C@]12C(N(CC2)C)=O)C2=NC=CC(=C2)C2=CC=C(C=C2)C(F)(F)F ((2R,5S)-1,7-dimethyl-2-[4-[4-(trifluoromethyl)phenyl]-2-pyridyl]-1,7-diazaspiro[4.4]nonan-6-one). Run at time 1 hour.